This data is from the Open Reaction Database (ORD), a public repository of structured organic reaction records. The task is: describe an organic reaction: reactants, conditions, products, and yield Starting materials: CCOC(=O)C(C)(C)Br, O=C([O-])[O-], COC(=O)C(C)Oc1ccc(N(C)c2nnc3cc(Cl)ccc3n2)cc1, CN(C)C=O, ClCCl, [K+], [K+]. Product: CCOC(=O)C(C)(C)Oc1ccc(N(C)c2nnc3cc(Cl)ccc3n2)cc1. RXN SMILES: [Br:27][C:28]([C:29](=[O:30])[O:31][CH2:32][CH3:33])([CH3:34])[CH3:35].[C:36](=[O:37])([O-:38])[O-:39].[CH3:1][N:2]([c:3]1[n:4][n:5][c:6]2[c:7]([n:8]1)[cH:9][cH:10][c:11]([Cl:13])[cH:12]2)[c:14]1[cH:15][cH:16][c:17]([O:18][CH:19]([CH3:20])[C:21]([O:22][CH3:23])=[O:24])[cH:25][cH:26]1.[CH3:42][N:43]([CH3:44])[CH:45]=[O:46].[Cl:47][CH2:48][Cl:49].[K+:40].[K+:41]>>[CH3:1][N:2]([c:3]1[n:4][n:5][c:6]2[c:7]([n:8]1)[cH:9][cH:10][c:11]([Cl:13])[cH:12]2)[c:14]1[cH:15][cH:16][c:17]([O:18][C:28]([C:29](=[O:30])[O:31][CH2:32][CH3:33])([CH3:34])[CH3:35])[cH:25][cH:26]1. Reactants: CS(=O)(=O)Cl, Cl, Nc1cccc2c(-c3ccccc3)c([N+](=O)[O-])oc12, O, c1ccncc1. Product: CS(=O)(=O)Nc1cccc2c(-c3ccccc3)c([N+](=O)[O-])oc12. Reaction SMILES: [CH3:26][S:27]([Cl:28])(=[O:29])=[O:30].[ClH:31].[NH2:1][c:2]1[cH:3][cH:4][cH:5][c:6]2[c:7](-[c:14]3[cH:15][cH:16][cH:17][cH:18][cH:19]3)[c:8]([N+:11](=[O:12])[O-:13])[o:9][c:10]12.[OH2:32].[cH:20]1[cH:21][cH:22][n:23][cH:24][cH:25]1>>[NH:1]([c:2]1[cH:3][cH:4][cH:5][c:6]2[c:7](-[c:14]3[cH:15][cH:16][cH:17][cH:18][cH:19]3)[c:8]([N+:11](=[O:12])[O-:13])[o:9][c:10]12)[S:27]([CH3:26])(=[O:29])=[O:30]. Starting materials: CCOc1ccc(Cc2cc(C3(OC)OC(CO[Si](C)(C)C(C)(C)C)C(OCc4ccccc4)C(OCc4ccccc4)C3OCc3ccccc3)ccc2Cl)cc1F, CC(=O)Cl, CO. Product: CCOc1ccc(Cc2cc(C3(OC)OC(CO)C(OCc4ccccc4)C(OCc4ccccc4)C3OCc3ccccc3)ccc2Cl)cc1F. Reaction SMILES: [CH2:1]([c:2]1[cH:3][cH:4][cH:5][cH:6][cH:7]1)[O:8][CH:9]1[CH:10]([CH2:51][O:52][Si:53]([C:54]([CH3:55])([CH3:56])[CH3:57])([CH3:58])[CH3:59])[O:11][C:12]([O:31][CH3:32])([c:33]2[cH:34][c:35]([CH2:40][c:41]3[cH:42][c:43]([F:50])[c:44]([O:47][CH2:48][CH3:49])[cH:45][cH:46]3)[c:36]([Cl:39])[cH:37][cH:38]2)[CH:13]([O:23][CH2:24][c:25]2[cH:26][cH:27][cH:28][cH:29][cH:30]2)[CH:14]1[O:15][CH2:16][c:17]1[cH:18][cH:19][cH:20][cH:21][cH:22]1.[CH3:60][C:61](=[O:62])[Cl:63].[CH3:64][OH:65]>>[CH2:1]([c:2]1[cH:3][cH:4][cH:5][cH:6][cH:7]1)[O:8][CH:9]1[CH:10]([CH2:51][OH:52])[O:11][C:12]([O:31][CH3:32])([c:33]2[cH:34][c:35]([CH2:40][c:41]3[cH:42][c:43]([F:50])[c:44]([O:47][CH2:48][CH3:49])[cH:45][cH:46]3)[c:36]([Cl:39])[cH:37][cH:38]2)[CH:13]([O:23][CH2:24][c:25]2[cH:26][cH:27][cH:28][cH:29][cH:30]2)[CH:14]1[O:15][CH2:16][c:17]1[cH:18][cH:19][cH:20][cH:21][cH:22]1. Reactants: CC(C)C(=O)Nc1cccc(C2CCNCC2)c1, O=Cc1c(OCc2cccc(Cl)c2)ccc2ccccc12. Yields the product CC(C)C(=O)Nc1cccc(C2CCN(Cc3c(OCc4cccc(Cl)c4)ccc4ccccc34)CC2)c1. Reaction SMILES: [CH3:22][CH:23]([C:24](=[O:25])[NH:26][c:27]1[cH:28][c:29]([CH:33]2[CH2:34][CH2:35][NH:36][CH2:37][CH2:38]2)[cH:30][cH:31][cH:32]1)[CH3:39].[Cl:1][c:2]1[cH:3][c:4]([CH2:5][O:6][c:7]2[c:8]([CH:17]=[O:18])[c:9]3[cH:10][cH:11][cH:12][cH:13][c:14]3[cH:15][cH:16]2)[cH:19][cH:20][cH:21]1>>[Cl:1][c:2]1[cH:3][c:4]([CH2:5][O:6][c:7]2[c:8]([CH2:17][N:36]3[CH2:35][CH2:34][CH:33]([c:29]4[cH:28][c:27]([NH:26][C:24]([CH:23]([CH3:22])[CH3:39])=[O:25])[cH:32][cH:31][cH:30]4)[CH2:38][CH2:37]3)[c:9]3[cH:10][cH:11][cH:12][cH:13][c:14]3[cH:15][cH:16]2)[cH:19][cH:20][cH:21]1. Starting materials: O=C1C=2C=C(N(C2CCC1)COCC[Si](C)(C)C)C(=O)OC (methyl 4-oxo-1-((2-(trimethylsilyl)ethoxy)methyl)-4,5,6,7-tetrahydro-1H-indole-2-carboxylate), C(C1=CC=CC=C1)[Mg]Cl (benzylmagnesium chloride), C(C1=CC=CC=C1)[Mg]Cl (benzylmagnesium chloride). The product is C(/C1=CC=CC=C1)=C/1\C=2C=C(N(C2CCC1)COCC[Si](C)(C)C)C(=O)OC ((E)-methyl 4-benzylidene-1-((2-(trimethylsilyl)ethoxy)methyl)-4,5,6,7-tetrahydro-1H-indole-2-carboxylate). RXN SMILES: O=[C:2]1[CH2:10][CH2:9][CH2:8][C:7]2[N:6]([CH2:11][O:12][CH2:13][CH2:14][Si:15]([CH3:18])([CH3:17])[CH3:16])[C:5]([C:19]([O:21][CH3:22])=[O:20])=[CH:4][C:3]1=2.[CH2:23]([Mg]Cl)[C:24]1[CH:29]=[CH:28][CH:27]=[CH:26][CH:25]=1>>[CH:23](=[C:2]1/[C:3]2[CH:4]=[C:5]([C:19]([O:21][CH3:22])=[O:20])[N:6]([CH2:11][O:12][CH2:13][CH2:14][Si:15]([CH3:18])([CH3:17])[CH3:16])[C:7]=2[CH2:8][CH2:9][CH2:10]/1)\[C:24]1[CH:29]=[CH:28][CH:27]=[CH:26][CH:25]=1. Procedure: The title compound was synthesized from methyl 4-oxo-1-((2-(trimethylsilyl)ethoxy)methyl)-4,5,6,7-tetrahydro-1H-indole-2-carboxylate (900 mg, 2.78 mmol) and benzylmagnesium chloride (3.4 mL, 2M in THF, 6.8 mmol) according to General Procedure 3. In this example, additional benzylmagnesium chloride (1.7 mL, 2M in THF, 3.4 mmol) was added after 2 h. The crude product (900 mg) was used in the next step without further purification. LC/MS: 50%, m/z=397.